From a dataset of the Open Reaction Database (ORD), a public repository of structured organic reaction records. describe an organic reaction: reactants, conditions, products, and yield The reactants are CCOC(=O)Cn1ccc2cccc(O[Si](C)(C)C(C)(C)C)c21, CCCC[N+](CCCC)(CCCC)CCCC, [F-], O. The product is CCOC(=O)Cn1ccc2cccc(O)c21. RXN SMILES: [CH2:1]([CH3:2])[O:3][C:4]([CH2:5][n:6]1[cH:7][cH:8][c:9]2[cH:10][cH:11][cH:12][c:13]([O:15][Si:16]([C:17]([CH3:18])([CH3:19])[CH3:20])([CH3:21])[CH3:22])[c:14]12)=[O:23].[CH2:26]([N+:27]([CH2:28][CH2:29][CH2:30][CH3:31])([CH2:32][CH2:33][CH2:34][CH3:35])[CH2:36][CH2:37][CH2:38][CH3:39])[CH2:40][CH2:41][CH3:42].[F-:25].[OH2:24]>>[CH2:1]([CH3:2])[O:3][C:4]([CH2:5][n:6]1[cH:7][cH:8][c:9]2[cH:10][cH:11][cH:12][c:13]([OH:15])[c:14]12)=[O:23]. The reactants are ClCCl, Nc1ccc(N2CCOCC2=O)cc1, O, O=C(O)c1nc2ccccc2[nH]1. The product is O=C(Nc1ccc(N2CCOCC2=O)cc1)c1nc2ccccc2[nH]1. Reaction SMILES: [Cl:27][CH2:28][Cl:29].[NH2:13][c:14]1[cH:15][cH:16][c:17]([N:20]2[C:21](=[O:26])[CH2:22][O:23][CH2:24][CH2:25]2)[cH:18][cH:19]1.[OH2:30].[nH:1]1[c:2]([C:10](=[O:11])[OH:12])[n:3][c:4]2[c:5]1[cH:6][cH:7][cH:8][cH:9]2>>[nH:1]1[c:2]([C:10](=[O:12])[NH:13][c:14]2[cH:15][cH:16][c:17]([N:20]3[C:21](=[O:26])[CH2:22][O:23][CH2:24][CH2:25]3)[cH:18][cH:19]2)[n:3][c:4]2[c:5]1[cH:6][cH:7][cH:8][cH:9]2.